From a dataset of the Open Reaction Database (ORD), a public repository of structured organic reaction records. describe an organic reaction: reactants, conditions, products, and yield Reactants: [H-].[H-].[H-].[H-].[Li+].[Al+3] (LiAlH4), C(C1=CC=CC=C1)(=O)CCC(=O)O (3-Benzoylpropionic acid), O (H2O). Solvent: C1CCOC1 (THF). The product is C1(=CC=CC=C1)C(CCCO)O (1-Phenyl-butane-1,4-diol). Isolated yield 80.0%. As a reaction SMILES: [C:1]([CH2:9][CH2:10][C:11](O)=[O:12])(=[O:8])[C:2]1[CH:7]=[CH:6][CH:5]=[CH:4][CH:3]=1.[H-].[H-].[H-].[H-].[Li+].[Al+3].O>C1COCC1>[C:2]1([CH:1]([OH:8])[CH2:9][CH2:10][CH2:11][OH:12])[CH:7]=[CH:6][CH:5]=[CH:4][CH:3]=1 |f:1.2.3.4.5.6|. Reported procedure: 3-Benzoylpropionic acid 11a dissolved in THF was reacted with LiAlH4 according to the general procedure. The following workup procedure was used: H2O was added and THF was evaporated. Diethylether and HCl (2M) was added. The aqueous layer was extracted with diethylether and the combined organic layers were washed with H2O, aqueous NaHCO3 (saturated) and H2O. Drying (MgSO4), filtration and evaporation gave 80% yield of 6a. 1H-NMR: 7.35-7.22 (m, 5H, Ar--H); 4.70 (t, 1H, CH--OH); 3.64 (t, 2H, CH2OH... The reactants are OC1=C(C=NC2=CC=CC=C12)[N+](=O)[O-] (4-hydroxy-3-nitroquinoline), C(CC(C)C)N (isoamylamine). Product: CC(CCNC1=NC2=CC=CC=C2C=C1[N+](=O)[O-])C ((3-Methylbutylamino)-3-nitroquinoline). RXN SMILES: O[C:2]1[C:11]2[C:6](=[CH:7][CH:8]=[CH:9][CH:10]=2)[N:5]=[CH:4][C:3]=1[N+:12]([O-:14])=[O:13].[CH2:15]([NH2:20])[CH2:16][CH:17]([CH3:19])[CH3:18]>>[CH3:18][CH:17]([CH3:19])[CH2:16][CH2:15][NH:20][C:4]1[C:3]([N+:12]([O-:14])=[O:13])=[CH:2][C:11]2[C:6](=[CH:7][CH:8]=[CH:9][CH:10]=2)[N:5]=1. Procedure: Using the general method of Example 41, 4-hydroxy-3-nitroquinoline (19 g, 0.10 mole) was chlorinated and then reacted with isoamylamine (10.5 g, 0.12 mole) to provide the crude product as a yellow solid. This solid was recrystallized from hexane to provide the desired product as a solid, m.p. 99°-100° C. Analysis: Calculated: % C, 64.8; % H, 6.6; % N, 16.2; Found: % C, 64.8; % H, 6.6; % N, 16.1. The reactants are CCOC(=O)c1c(-c2ccccc2Cl)c2cc(Cl)ccc2[nH]c1=O, O=P(Cl)(Cl)Cl, c1ccncc1. Yields the product CCOC(=O)c1c(Cl)nc2ccc(Cl)cc2c1-c1ccccc1Cl. Reaction SMILES: [Cl:1][c:2]1[cH:3][c:4]2[c:5](-[c:18]3[c:19]([Cl:24])[cH:20][cH:21][cH:22][cH:23]3)[c:6]([C:13](=[O:14])[O:15][CH2:16][CH3:17])[c:7](=[O:12])[nH:8][c:9]2[cH:10][cH:11]1.[P:25]([Cl:26])([Cl:27])([Cl:28])=[O:29].[cH:30]1[cH:31][cH:32][n:33][cH:34][cH:35]1>>[Cl:1][c:2]1[cH:3][c:4]2[c:5](-[c:18]3[c:19]([Cl:24])[cH:20][cH:21][cH:22][cH:23]3)[c:6]([C:13](=[O:14])[O:15][CH2:16][CH3:17])[c:7]([Cl:27])[n:8][c:9]2[cH:10][cH:11]1. Reactants: C(CCCC)C1C(C=CC1(C)O)=O (2-n-pentyl-3-hydroxy-3-methyl-4-cyclopentenone), C1(=CC=C(C=C1)S(=O)(=O)O)C (p-toluenesulfonic acid), C(CC)O (n-propanol). Run at time 5 hour. Yields the product C(CCCC)C=1C(CC(C1C)OCCC)=O (2-n-pentyl-3-methyl-4-n-propoxy-2-cyclopentenone). Reaction SMILES: [CH2:1]([CH:6]1[C:10](O)([CH3:11])[CH:9]=[CH:8][C:7]1=[O:13])[CH2:2][CH2:3][CH2:4][CH3:5].C1(C)C=CC(S(O)(=O)=O)=CC=1.[CH2:25]([OH:28])[CH2:26][CH3:27]>>[CH2:1]([C:6]1[C:7](=[O:13])[CH2:8][CH:9]([O:28][CH2:25][CH2:26][CH3:27])[C:10]=1[CH3:11])[CH2:2][CH2:3][CH2:4][CH3:5]. Procedure details: Into the same flask as used in Example 1, 2-n-pentyl-3-hydroxy-3-methyl-4-cyclopentenone (0.1 mol; 1 part), n-propanol (5 parts) and p-toluenesulfonic acid (1/20 part) were charged, and the mixture was stirred at a temperature of 40° to 70° C. for 5 hours. After completion of the reaction, the mixture was treated in the same manner as in Example 25 to obtain 2-n-pentyl-3-methyl-4-n-propoxy-2-cyclopentenone. Yield, 96%. nD19 1.4792. Starting materials: CC(N)c1ccc(Br)cc1, CC(=O)OC(C)=O, ClCCl. Product: CC(=O)NC(C)c1ccc(Br)cc1. As a reaction SMILES: [Br:1][c:2]1[cH:3][cH:4][c:5]([CH:8]([CH3:9])[NH2:10])[cH:6][cH:7]1.[CH3:11][C:12](=[O:13])[O:14][C:15](=[O:16])[CH3:17].[Cl:18][CH2:19][Cl:20]>>[Br:1][c:2]1[cH:3][cH:4][c:5]([CH:8]([CH3:9])[NH:10][C:12]([CH3:11])=[O:13])[cH:6][cH:7]1. Starting materials: CO, CCOC(C)=O, CCOC(=O)C1CC(=O)N1C(c1ccccc1)c1ccccc1, O. Yields the product O=C1CC(CO)N1C(c1ccccc1)c1ccccc1. RXN SMILES: [CH3:24][OH:25].[CH3:27][CH2:28][O:29][C:30](=[O:31])[CH3:32].[CH:1]([c:2]1[cH:3][cH:4][cH:5][cH:6][cH:7]1)([c:8]1[cH:9][cH:10][cH:11][cH:12][cH:13]1)[N:14]1[CH:15]([C:19](=[O:20])[O:21][CH2:22][CH3:23])[CH2:16][C:17]1=[O:18].[OH2:26]>>[CH:1]([c:2]1[cH:3][cH:4][cH:5][cH:6][cH:7]1)([c:8]1[cH:9][cH:10][cH:11][cH:12][cH:13]1)[N:14]1[CH:15]([CH2:19][OH:20])[CH2:16][C:17]1=[O:18]. The reactants are O.O.Cl (hydrochloride dihydrate), O.O.Cl.NC1=C2N=CN(C2=NC=N1)[C@H]1[C@H](O)[C@@H]([C@H](O1)C(=O)O)NC([C@@H](N)CC1=CC=C(C=C1)OC)=O (1-(6-amino-9H-purin-9-yl)-1,3-dideoxy-3-(O-methyl-L-tyrosylamino)-β-D-ribofuranuronic acid hydrochloride dihydrate), [OH-].[Na+] (sodium hydroxide). The solvent is O (water). The product is COC1=CC=C(C[C@H](N)C(=O)O)C=C1 (O-methyltyrosine). Reaction SMILES: [OH2:1].O.Cl.O.O.Cl.NC1N=CN=C2C=1N=CN2[C@@H]1O[C@H](C(O)=O)[C@@H](N[C:27](=[O:39])[C@H:28]([CH2:30][C:31]2[CH:36]=[CH:35][C:34]([O:37][CH3:38])=[CH:33][CH:32]=2)[NH2:29])[C@H]1O.[OH-].[Na+]>O>[CH3:38][O:37][C:34]1[CH:33]=[CH:32][C:31]([CH2:30][C@@H:28]([C:27]([OH:39])=[O:1])[NH2:29])=[CH:36][CH:35]=1 |f:0.1.2,3.4.5.6,7.8|. Procedure details: A solution of hydrochloride dihydrate of FR-48736 substance [1-(6-amino-9H-purin-9-yl)-1,3-dideoxy-3-(O-methyl-L-tyrosylamino)-β-D-ribofuranuronic acid hydrochloride dihydrate] (100 mg) prepared by Example 98 in 1N-methanolic sodium hydroxide (10 ml) was refluxed for 20 hours. To the cooled solution was added water (50 ml) and the methanol in the solution was evaporated under reduced pressure. The resulting aqueous solution was adjusted to pH 7 with 1N-hydrochloric acid and applied to a column o... Conditions: time 18 hour. As a reaction SMILES: [Cl:1][CH2:2][CH2:3][C:4]1[CH:12]=[CH:11][C:7]([C:8]([OH:10])=[O:9])=[CH:6][CH:5]=1.[C:13]([O-])([O-])=O.[K+].[K+]>CN(C=O)C.CCOC(C)=O>[CH3:13][O:9][C:8](=[O:10])[C:7]1[CH:11]=[CH:12][C:4]([CH2:3][CH2:2][Cl:1])=[CH:5][CH:6]=1 |f:1.2.3|. Starting materials: ClCCC1=CC=C(C(=O)O)C=C1 (4-(2-Chloro-ethyl)-benzoic acid), C(=O)([O-])[O-].[K+].[K+] (K2CO3). The solvent is CCOC(=O)C (EtOAc), CN(C)C=O (DMF). Yields the product COC(C1=CC=C(C=C1)CCCl)=O (4-(2-Chloro-ethyl)-benzoic acid methyl ester). Procedure details: A solution of 4-(2-Chloro-ethyl)-benzoic acid (20 g, 108 mmol) in DMF (200 mL) is treated with K2CO3 (59.7 g, 432 mmol) and Mel (16.8 mL, 270 mmol) and stirred at 23 C for 18 h. The reaction mixture is diluted with EtOAc (450 mL) and washed with H2O (2×150 mL), saturated aqueous NaHCO3 (1×200 mL), brine (1×200 mL), dried (MgSO4), and concentrated to afford the title compound as a yellow oil. The reactants are C(C(=O)Cl)(=O)Cl (oxalyl chloride), C1(CCCC1)C[C@@H](C(=O)O)C1=CC(=CC=C1)C(F)(F)F (3-cyclopentyl-2(R)-(3-trifluoromethyl-phenyl)-propionic acid). Run in C(Cl)Cl (methylene chloride), C(Cl)Cl (methylene chloride). Conditions: temperature 0 celsius, time 1 hour. The product is solution, C1(CCCC1)C[C@@H](C(=O)Cl)C1=CC(=CC=C1)C(F)(F)F (3-cyclopentyl-2(R)-(3-trifluoromethyl-phenyl)-propionyl chloride). RXN SMILES: [CH:1]1([CH2:6][C@H:7]([C:11]2[CH:16]=[CH:15][CH:14]=[C:13]([C:17]([F:20])([F:19])[F:18])[CH:12]=2)[C:8](O)=[O:9])[CH2:5][CH2:4][CH2:3][CH2:2]1.C(Cl)(=O)C([Cl:24])=O>C(Cl)Cl>[CH:1]1([CH2:6][C@H:7]([C:11]2[CH:16]=[CH:15][CH:14]=[C:13]([C:17]([F:20])([F:19])[F:18])[CH:12]=2)[C:8]([Cl:24])=[O:9])[CH2:5][CH2:4][CH2:3][CH2:2]1. Procedure: A solution of 3-cyclopentyl-2(R)-(3-trifluoromethyl-phenyl)-propionic acid (prepared as in Example 79, 210 mg, 0.73 mmol) was dissolved in methylene chloride (10 mL) and N,N-dimethylfomamide (one drop) and cooled to 0° C. To this solution was added dropwise a solution of oxalyl chloride in methylene chloride (2 M solution, 421 μL, 0.84 mmol) which produced gas evolution and it was then warmed to 25° C. and stirred for 1 h. After this time, the reaction was concentrated in vacuo to about 1.5 mL a... Reactants: CC(C)(C)c1cc(CC(=O)O)on1, ClC(Cl)(Cl)Cl, O=S(Cl)Cl. Product: CC(C)(C)c1cc(CC(=O)Cl)on1. As a reaction SMILES: [C:1]([CH3:2])([CH3:3])([CH3:4])[c:5]1[n:6][o:7][c:8]([CH2:10][C:11](=[O:12])[OH:13])[cH:9]1.[Cl:18][C:19]([Cl:20])([Cl:21])[Cl:22].[S:14]([Cl:15])([Cl:16])=[O:17]>>[C:1]([CH3:2])([CH3:3])([CH3:4])[c:5]1[n:6][o:7][c:8]([CH2:10][C:11](=[O:13])[Cl:16])[cH:9]1.